Dataset: the Open Reaction Database (ORD), a public repository of structured organic reaction records. Task: describe an organic reaction: reactants, conditions, products, and yield Starting materials: O=C1CCC(=O)N1Br, CC#N, CO, COC(=O)C1CCC(c2cc(N)n3ncc(-c4cnc5ccccc5c4)c3n2)CN1. The product is COC(=O)C1CCC(c2nc3c(-c4cnc5ccccc5c4)cnn3c(N)c2Br)CN1. RXN SMILES: [Br:1][N:2]1[C:3](=[O:4])[CH2:5][CH2:6][C:7]1=[O:8].[CH3:39][C:40]#[N:41].[CH3:42][OH:43].[NH2:9][c:10]1[cH:11][c:12]([CH:29]2[CH2:30][CH2:31][CH:32]([C:35](=[O:36])[O:37][CH3:38])[NH:33][CH2:34]2)[n:13][c:14]2[n:15]1[n:16][cH:17][c:18]2-[c:19]1[cH:20][n:21][c:22]2[cH:23][cH:24][cH:25][cH:26][c:27]2[cH:28]1>>[Br:1][c:11]1[c:10]([NH2:9])[n:15]2[c:14]([n:13][c:12]1[CH:29]1[CH2:30][CH2:31][CH:32]([C:35](=[O:36])[O:37][CH3:38])[NH:33][CH2:34]1)[c:18](-[c:19]1[cH:20][n:21][c:22]3[cH:23][cH:24][cH:25][cH:26][c:27]3[cH:28]1)[cH:17][n:16]2.